Dataset: the Open Reaction Database (ORD), a public repository of structured organic reaction records. Task: describe an organic reaction: reactants, conditions, products, and yield Starting materials: O=c1ccn(-c2cccc(C(F)(F)F)c2)nc1Br, O=C([O-])[O-], COCCOC, [Na+], [Na+], O, OB(O)c1cn(C(c2ccccc2)(c2ccccc2)c2ccccc2)nc1-c1ccccc1, c1ccc(P(c2ccccc2)(c2ccccc2)[Pd](P(c2ccccc2)(c2ccccc2)c2ccccc2)(P(c2ccccc2)(c2ccccc2)c2ccccc2)P(c2ccccc2)(c2ccccc2)c2ccccc2)cc1. The product is O=c1ccn(-c2cccc(C(F)(F)F)c2)nc1-c1cn(C(c2ccccc2)(c2ccccc2)c2ccccc2)nc1-c1ccccc1. RXN SMILES: [Br:1][c:2]1[n:3][n:4](-[c:9]2[cH:10][c:11]([C:15]([F:16])([F:17])[F:18])[cH:12][cH:13][cH:14]2)[cH:5][cH:6][c:7]1=[O:8].[C:52](=[O:53])([O-:54])[O-:55].[CH3:58][O:59][CH2:60][CH2:61][O:62][CH3:63].[Na+:56].[Na+:57].[OH2:141].[c:19]1(-[c:25]2[n:26][n:27]([C:33]([c:34]3[cH:35][cH:36][cH:37][cH:38][cH:39]3)([c:40]3[cH:41][cH:42][cH:43][cH:44][cH:45]3)[c:46]3[cH:47][cH:48][cH:49][cH:50][cH:51]3)[cH:28][c:29]2[B:30]([OH:31])[OH:32])[cH:20][cH:21][cH:22][cH:23][cH:24]1.[cH:64]1[cH:65][cH:66][c:67]([P:68]([Pd:69]([P:70]([c:71]2[cH:72][cH:73][cH:74][cH:75][cH:76]2)([c:77]2[cH:78][cH:79][cH:80][cH:81][cH:82]2)[c:83]2[cH:84][cH:85][cH:86][cH:87][cH:88]2)([P:89]([c:90]2[cH:91][cH:92][cH:93][cH:94][cH:95]2)([c:96]2[cH:97][cH:98][cH:99][cH:100][cH:101]2)[c:102]2[cH:103][cH:104][cH:105][cH:106][cH:107]2)[P:108]([c:109]2[cH:110][cH:111][cH:112][cH:113][cH:114]2)([c:115]2[cH:116][cH:117][cH:118][cH:119][cH:120]2)[c:121]2[cH:122][cH:123][cH:124][cH:125][cH:126]2)([c:127]2[cH:128][cH:129][cH:130][cH:131][cH:132]2)[c:133]2[cH:134][cH:135][cH:136][cH:137][cH:138]2)[cH:139][cH:140]1>>[c:2]1(-[c:29]2[c:25](-[c:19]3[cH:20][cH:21][cH:22][cH:23][cH:24]3)[n:26][n:27]([C:33]([c:34]3[cH:35][cH:36][cH:37][cH:38][cH:39]3)([c:40]3[cH:41][cH:42][cH:43][cH:44][cH:45]3)[c:46]3[cH:47][cH:48][cH:49][cH:50][cH:51]3)[cH:28]2)[n:3][n:4](-[c:9]2[cH:10][c:11]([C:15]([F:16])([F:17])[F:18])[cH:12][cH:13][cH:14]2)[cH:5][cH:6][c:7]1=[O:8]. Starting materials: COc1cc(Br)c([N+](=O)[O-])cc1F, C1CCOC1. Product: COc1cc(Br)c(N)cc1F. RXN SMILES: [Br:1][c:2]1[c:3]([N+:11]([O-:12])=[O:13])[cH:4][c:5]([F:10])[c:6]([O:8][CH3:9])[cH:7]1.[CH2:14]1[O:15][CH2:16][CH2:17][CH2:18]1>>[Br:1][c:2]1[c:3]([NH2:11])[cH:4][c:5]([F:10])[c:6]([O:8][CH3:9])[cH:7]1. Starting materials: 6-quanidinocaproic acid, C1CCC(CC1)N=C=NC2CCCCC2 (DCC), N1=CC=CC=C1 (pyridine), C(C)OCC (Ethyl ether), CS(=O)(=O)OC1=CC=C(C=C1)C=CC(N)=N (4-(β-amidinoethenyl)phenol methanesulfonate). Conditions: time 30 minute. Product: CS(=O)(=O)O.CS(=O)(=O)O.N(C(=N)N)CCCCCC(=O)OC1=CC=C(C=C1)C=CC(N)=N (4-(β-amidinoethenyl)phenyl 6-guanidinocaproate dimethanesulfonate). RXN SMILES: C1CCC([N:7]=[C:8]=[N:9][CH:10]2CC[CH2:13][CH2:12][CH2:11]2)CC1.[CH3:16][S:17]([O:20][C:21]1[CH:26]=[CH:25][C:24]([CH:27]=[CH:28][C:29](=[NH:31])[NH2:30])=[CH:23][CH:22]=1)(=[O:19])=[O:18].C([O:34][CH2:35][CH3:36])C.[N:37]1C=CC=CC=1>>[CH3:16][S:17]([OH:20])(=[O:19])=[O:18].[CH3:16][S:17]([OH:20])(=[O:19])=[O:18].[NH:9]([CH2:10][CH2:11][CH2:12][CH2:13][CH2:36][C:35]([O:20][C:21]1[CH:26]=[CH:25][C:24]([CH:27]=[CH:28][C:29](=[NH:31])[NH2:30])=[CH:23][CH:22]=1)=[O:34])[C:8]([NH2:7])=[NH:37] |f:4.5.6|. Procedure: To a solution of 2.1 g of 6-quanidinocaproic acid in 50 ml of dried pyridine, was added 3.1 g of DCC. After 30 minutes of stirring, 2.6 g of 4-(β-amidinoethenyl)phenol methanesulfonate was added and the mixture was stirred overnight. The insolubles were separated by filtration, suspended in DMF, and removed by filtration. Ethyl ether was added to the combined filtrate to precipitate an oily substance. The oily substance was separated, added to a saturated aqueous sodium bicarbonate solution and ... The reactants are [CH2-]C(=O)C.S1C(=CC=C1)C=1N=C(NC1)C1=CC=C(OCC(CO)O)C=C1 (3-[p-[4-(2-thienyl)-2-imidazolyl]phenoxy]-1,2-propanediol acetonide). Solvent: Cl (HCl), CC(=O)C (acetone). The product is S1C(=CC=C1)C=1N=C(NC1)C1=CC=C(OCC(CO)O)C=C1 (3-[p-[4-(2-Thienyl)-2-imidazolyl]phenoxy]-1,2-propanediol). Isolated yield 86.6%. Reaction SMILES: [CH2-]C(C)=O.[S:5]1[CH:9]=[CH:8][CH:7]=[C:6]1[C:10]1[N:11]=[C:12]([C:15]2[CH:26]=[CH:25][C:18]([O:19][CH2:20][CH:21]([OH:24])[CH2:22][OH:23])=[CH:17][CH:16]=2)[NH:13][CH:14]=1>Cl.CC(C)=O>[S:5]1[CH:9]=[CH:8][CH:7]=[C:6]1[C:10]1[N:11]=[C:12]([C:15]2[CH:16]=[CH:17][C:18]([O:19][CH2:20][CH:21]([OH:24])[CH2:22][OH:23])=[CH:25][CH:26]=2)[NH:13][CH:14]=1 |f:0.1|. Procedure details: A mixture of 3-[p-[4-(2-thienyl)-2-imidazolyl]phenoxy]-1,2-propanediol acetonide (14.15 g, 0.04 m) in 3N HCl (80 ml) and acetone (80 ml) is refluxed for 0.5 hours. Acetone is removed under reduced pressure and the aqueous mixture is rendered alkaline with K2CO3. The solid is collected and dried in a vacuum oven at 60° C. to yield (III) (10.38 g, 82%, m.p. 197°-200° C.). Yield: 77.3%. As a reaction SMILES: C([O:5][C:6](=[O:27])[CH2:7][O:8][C:9]1[CH:14]=[CH:13][CH:12]=[CH:11][C:10]=1[C:15]1[N:23]2[C:18]([CH:19]=[N:20][C:21]([S:24]([CH3:26])=[O:25])=[N:22]2)=[CH:17][CH:16]=1)(C)(C)C.C(Cl)Cl.FC(F)(F)C(O)=O>>[CH3:26][S:24]([C:21]1[N:20]=[CH:19][C:18]2=[CH:17][CH:16]=[C:15]([C:10]3[CH:11]=[CH:12][CH:13]=[CH:14][C:9]=3[O:8][CH2:7][C:6]([OH:27])=[O:5])[N:23]2[N:22]=1)=[O:25]. Procedure details: [2-(2-Methanesulfinyl-pyrrolo[2,1-f][1,2,4]triazin-7-yl)-phenoxy]-acetic acid tert-butyl ester (0.298 g, 0.769 mmol), Methylene chloride (11 mL, 170 mmol), and Trifluoroacetic Acid (2.20 mL, 28.5 mmol) were combined and stirred for 18 hours. The product was extracted into dichloromethane and purified by normal phase silica gel chromatography eluting with methanol/dichloromethane to yield a brown solid, [2-(2-Methanesulfinyl-pyrrolo[2,1-f][1,2,4]triazin-7-yl)-phenoxy]-acetic acid (197 mg, 77%). L... The reactants are C(C)(C)(C)OC(COC1=C(C=CC=C1)C1=CC=C2C=NC(=NN21)S(=O)C)=O ([2-(2-Methanesulfinyl-pyrrolo[2,1-f][1,2,4]triazin-7-yl)-phenoxy]-acetic acid tert-butyl ester), C(Cl)Cl (Methylene chloride), FC(C(=O)O)(F)F (Trifluoroacetic Acid). Product: CS(=O)C1=NN2C(C=N1)=CC=C2C2=C(OCC(=O)O)C=CC=C2 ([2-(2-Methanesulfinyl-pyrrolo[2,1-f][1,2,4]triazin-7-yl)-phenoxy]-acetic acid). Reaction conditions: time 18 hour. The reactants are CC(C)(C)O, CCCCCC, COC(=O)Nc1ccccc1F, O=S(=O)(O)O. Yields the product COC(=O)Nc1ccc(C(C)(C)C)cc1F. Reaction SMILES: [C:13]([CH3:14])([CH3:15])([CH3:16])[OH:17].[CH3:18][CH2:19][CH2:20][CH2:21][CH2:22][CH3:23].[F:1][c:2]1[c:3]([NH:4][C:5](=[O:6])[O:7][CH3:8])[cH:9][cH:10][cH:11][cH:12]1.[S:24](=[O:25])(=[O:26])([OH:27])[OH:28]>>[F:1][c:2]1[c:3]([NH:4][C:5](=[O:6])[O:7][CH3:8])[cH:9][cH:10][c:11]([C:13]([CH3:14])([CH3:15])[CH3:16])[cH:12]1. Reactants: BrN1C(CCC1=O)=O (N-bromosuccinimide), C(C)(C)(C)C1=NC=CC(=C1)N (2-tertbutyl-4-aminopyridine). Run in C(C)#N (acetonitrile). Product: BrC=1C=NC(=CC1N)C(C)(C)C (3-Bromo-4-amino-6-tert-butylpyridine). Reaction SMILES: [Br:1]N1C(=O)CCC1=O.[C:9]([C:13]1[CH:18]=[C:17]([NH2:19])[CH:16]=[CH:15][N:14]=1)([CH3:12])([CH3:11])[CH3:10]>C(#N)C>[Br:1][C:16]1[CH:15]=[N:14][C:13]([C:9]([CH3:12])([CH3:10])[CH3:11])=[CH:18][C:17]=1[NH2:19]. Procedure details: Procedure analogous to V. Canibano et al., Synthesis 2001, 14, 2175. 18.7 g (105 mmol) of N-bromosuccinimide are added in portions at 40° C. to a vigorously stirred, light-protected solution of 15.0 g (100 mmol) of 2-tertbutyl-4-aminopyridine [39919-69-2] in 500 ml of acetonitrile, and the mixture is stirred for a further 30 h. The solvent is removed in vacuo, the residue is taken up in 500 ml of dichloromethane, washed five times with 500 ml of water each time and once with 300 ml of sat. sodiu...